This data is from the Open Reaction Database (ORD), a public repository of structured organic reaction records. The task is: describe an organic reaction: reactants, conditions, products, and yield Reactants: C1(CCCCC1)NCCCN (N-cyclohexyl-1,3-propanediamine), C=O (paraformaldehyde), O (water). The solvent is C1CCCCC1 (cyclohexane). Product: C1(CCCCC1)N1CNCCC1 (N-cyclohexyl-hexahydropyrimidine). Isolated yield 73.8%. Reaction SMILES: [CH:1]1([NH:7][CH2:8][CH2:9][CH2:10][NH2:11])[CH2:6][CH2:5][CH2:4][CH2:3][CH2:2]1.[CH2:12]=O.O>C1CCCCC1>[CH:1]1([N:7]2[CH2:8][CH2:9][CH2:10][NH:11][CH2:12]2)[CH2:6][CH2:5][CH2:4][CH2:3][CH2:2]1. Procedure: 312 g of N-cyclohexyl-1,3-propanediamine are slowly added dropwise at 60° C. to a suspension of 66 g of paraformaldehyde in 200 ml of cyclohexane. The water of reaction is then removed by boiling under reflux on a water separator. Insoluble constituents are removed by filtration and the filtrate is subjected to fractional distillation. 248 g of N-cyclohexyl-hexahydropyrimidine boiling at from 87° to 91° C. at 0.3 mbar are obtained. Reactants: C1(CC1)N1C=C(C(C=2C=C3C(=NC12)C=C(C(=C3)F)F)=O)C(=O)OCC (1-cyclopropyl-3-ethoxycarbonyl-7,8-difluoro-4-oxo-1,4-dihydrobenzo[b][1,8]naphthyridine), COC1=CC=C(C=C1)C1CNCCN1 ((RS)-3-(4-methoxyphenyl)piperazine). Solvent: CS(=O)C (dimethyl sulphoxide). Reaction conditions: temperature 90 celsius. The product is C1(CC1)N1C=C(C(C=2C=C3C(=NC12)C=C(C(=C3)F)N3CC(NCC3)C3=CC=C(C=C3)OC)=O)C(=O)OCC ((RS)-1-Cyclopropyl-3-ethoxycarbonyl-7-fluoro-8-[3-(4-methoxyphenyl)-1-piperazinyl]-4-oxo-1,4-dihydrobenzo[b][1,8]naphthyridine). Isolated yield 70.0%. Reaction SMILES: [CH:1]1([N:4]2[C:13]3[N:12]=[C:11]4[CH:14]=[C:15](F)[C:16]([F:18])=[CH:17][C:10]4=[CH:9][C:8]=3[C:7](=[O:20])[C:6]([C:21]([O:23][CH2:24][CH3:25])=[O:22])=[CH:5]2)[CH2:3][CH2:2]1.[CH3:26][O:27][C:28]1[CH:33]=[CH:32][C:31]([CH:34]2[NH:39][CH2:38][CH2:37][NH:36][CH2:35]2)=[CH:30][CH:29]=1>CS(C)=O>[CH:1]1([N:4]2[C:13]3[N:12]=[C:11]4[CH:14]=[C:15]([N:36]5[CH2:37][CH2:38][NH:39][CH:34]([C:31]6[CH:32]=[CH:33][C:28]([O:27][CH3:26])=[CH:29][CH:30]=6)[CH2:35]5)[C:16]([F:18])=[CH:17][C:10]4=[CH:9][C:8]=3[C:7](=[O:20])[C:6]([C:21]([O:23][CH2:24][CH3:25])=[O:22])=[CH:5]2)[CH2:2][CH2:3]1. Reported procedure: A suspension of 1-cyclopropyl-3-ethoxycarbonyl-7,8-difluoro-4-oxo-1,4-dihydrobenzo[b][1,8]naphthyridine (2 g) and (RS)-3-(4-methoxyphenyl)piperazine (2.3 g) in dimethyl sulphoxide (20 cc) is heated to a temperature in the region of 90° C. for 1 hour and a half. After cooling to approximately 20° C., the insoluble matter is drained, washed with water (3×15 cc) and recrystallized in a mixture of ethanol (100 cc) and dimethylformamide (25 cc). (RS)-1-Cyclopropyl-3-ethoxycarbonyl-7-fluoro-8-[3-(4-me... Reactants: FC(F)(F)c1ccc(CSCCCBr)cc1, CN, C1CCOC1. Product: CNCCCSCc1ccc(C(F)(F)F)cc1. Reaction SMILES: [Br:3][CH2:4][CH2:5][CH2:6][S:7][CH2:8][c:9]1[cH:10][cH:11][c:12]([C:15]([F:16])([F:17])[F:18])[cH:13][cH:14]1.[CH3:1][NH2:2].[O:19]1[CH2:20][CH2:21][CH2:22][CH2:23]1>>[CH3:1][NH:2][CH2:4][CH2:5][CH2:6][S:7][CH2:8][c:9]1[cH:10][cH:11][c:12]([C:15]([F:16])([F:17])[F:18])[cH:13][cH:14]1. Starting materials: C1(=C(C=CC=C1)NC1=C(C=CC=C1)C)C (di(2-tolyl)amine), [S] (sulfur), II (iodine), S (hydrogen sulfide). Solvent: ClC1=C(C=CC=C1)Cl (o-dichlorobenzene). Run at temperature 180 celsius. The product is CC1=CC=CC=2SC3=CC=CC(=C3NC12)C (1,9-dimethyl-10H-phenothiazine). Yield: 15.0%. RXN SMILES: [C:1]1([CH3:15])[CH:6]=[CH:5][CH:4]=[CH:3][C:2]=1[NH:7][C:8]1[CH:13]=[CH:12][CH:11]=[CH:10][C:9]=1[CH3:14].[S].II.[SH2:19]>ClC1C=CC=CC=1Cl>[CH3:14][C:9]1[C:8]2[NH:7][C:2]3[C:3](=[CH:4][CH:5]=[CH:6][C:1]=3[CH3:15])[S:19][C:13]=2[CH:12]=[CH:11][CH:10]=1 |^3:15|. Procedure: To a reaction vessel were combined di(2-tolyl)amine (11.7 g, 59.3 mmol), elemental sulfur (3.9 g, 121.65 mmol, 2 eq.), crushed iodine (0.44 g, 1.73 mmol, 3 mol %) followed by o-dichlorobenzene (22 mL). Added an outlet to a dilute bleach solution (for hydrogen sulfide evolution) then put under argon. Refluxed at 180° C. for 4 h and removed solvent under reduced pressure. Purified by column chromatography with 2.0% ethyl acetate/98% hexane to obtain the desired product as white crystals (2 g, 8.8 ...